This data is from the Open Reaction Database (ORD), a public repository of structured organic reaction records. The task is: describe an organic reaction: reactants, conditions, products, and yield The reactants are ( 10 ), C(C)(C)(C)OC(=O)NC(C(=O)O)CCCCCCCCCCCC (2-(R/S)-[(tert-Butoxycarbonyl)amino]-tetradecanoic acid), Na, C17H35NO3, C(C)(=O)O[C@H]1[C@@H](O[C@@H]([C@H]([C@@H]1OC(C)=O)OC(C)=O)COC(C)=O)[N-]C(CCCCCCCCCCC)NC(=O)OC(C)(C)C (2,3,4,6-tetra-O-acetyl-N-{1-(R/S)-[(tert-butoxycarbonyl)-amino]dodecyl}-β-D-glucopyranosylamide), ( 95 ). Run in CCCCCC.C(C)(=O)OCC (hexane ethyl acetate). Product: OCC(CCCCCCCCCC)NC(OC(C)(C)C)=O (tert-butyl N-[1-(R/S)-(hydroxymethyl) undecyl]carbamate). Yield: 87.0%. RXN SMILES: [C:1]([O:5][C:6]([NH:8][CH:9]([CH2:13][CH2:14][CH2:15][CH2:16][CH2:17][CH2:18][CH2:19][CH2:20][CH2:21][CH2:22]CC)[C:10](O)=[O:11])=[O:7])([CH3:4])([CH3:3])[CH3:2].C(O[C@@H]1[C@@H](OC(=O)C)[C@H](OC(=O)C)[C@@H](COC(=O)C)O[C@H]1[N-]C(NC(OC(C)(C)C)=O)CCCCCCCCCCC)(=O)C>CCCCCC.C(OCC)(=O)C>[OH:11][CH2:10][CH:9]([NH:8][C:6](=[O:7])[O:5][C:1]([CH3:4])([CH3:3])[CH3:2])[CH2:13][CH2:14][CH2:15][CH2:16][CH2:17][CH2:18][CH2:19][CH2:20][CH2:21][CH3:22] |f:2.3|. Reported procedure: Procedure as for 44 (using 40 in place of 41). RF=0.50 hexane:ethyl acetate 4:1 (v/v); yield 87%; 1H NMR δ 3.65-3.48 (m, 3H, αCH, CH2), 1.43 (s, 9H, 3×Boc CH3), 1.24 (m, 18H, 9CH2), 0.86 (t, 3H, CH3); FAB MS C17H35NO3 (301.46) m/z (%) 302 [M+H]+ (15), 324 [M+Na]+ (5), 434 [M+Cs]+ (10), 202 [M−Boc+H]+ (95). The reactants are C(=O)(O)[O-].[Na+] (NaHCO3), BrCC1=CC(=C(C=C1)C=1SC2=NC(=CC=C2N1)C1(CC1)C1=CC=CC=C1)[N+](=O)[O-] (2-(4-(bromomethyl)-2-nitrophenyl)-5-(1-phenylcyclopropyl)-thiazolo[5,4-b]pyridine), Cl.N1CC(C1)C(=O)OC (methyl azetidine-3-carboxylate hydrochloride), C(C)(C)N(C(C)C)CC (N,N-diisopropylethylamine). The solvent is CN(C)C=O (DMF), CC(OCC)=O (EA). Reaction conditions: temperature 80 celsius, time 8 hour. Product: [N+](=O)([O-])C=1C=C(C=CC1C=1SC2=NC(=CC=C2N1)C1(CC1)C1=CC=CC=C1)CN1CC(C1)C(=O)OC (methyl 1-((3-nitro-4-(5-(1-phenylcyclopropyl)thiazolo[5,4-b]pyridine-2-yl)phenyl)methyl)azetidine-3-carboxylate). As a reaction SMILES: Br[CH2:2][C:3]1[CH:8]=[CH:7][C:6]([C:9]2[S:10][C:11]3[C:16]([N:17]=2)=[CH:15][CH:14]=[C:13]([C:18]2([C:21]4[CH:26]=[CH:25][CH:24]=[CH:23][CH:22]=4)[CH2:20][CH2:19]2)[N:12]=3)=[C:5]([N+:27]([O-:29])=[O:28])[CH:4]=1.Cl.[NH:31]1[CH2:34][CH:33]([C:35]([O:37][CH3:38])=[O:36])[CH2:32]1.C(N(CC)C(C)C)(C)C.C([O-])(O)=O.[Na+]>CN(C=O)C.CC(=O)OCC>[N+:27]([C:5]1[CH:4]=[C:3]([CH2:2][N:31]2[CH2:34][CH:33]([C:35]([O:37][CH3:38])=[O:36])[CH2:32]2)[CH:8]=[CH:7][C:6]=1[C:9]1[S:10][C:11]2[C:16]([N:17]=1)=[CH:15][CH:14]=[C:13]([C:18]1([C:21]3[CH:22]=[CH:23][CH:24]=[CH:25][CH:26]=3)[CH2:20][CH2:19]1)[N:12]=2)([O-:29])=[O:28] |f:1.2,4.5|. Reported procedure: A mixture of 2-(4-(bromomethyl)-2-nitrophenyl)-5-(1-phenylcyclopropyl)-thiazolo[5,4-b]pyridine (0.363 g, 0.778 mmol), methyl azetidine-3-carboxylate hydrochloride (0.354 g, 2.34 mmol), N,N-diisopropylethylamine (0.812 mL, 4.67 mmol) in 3 mL DMF was heated in a sealed vial to 80° C. for 1 h. The reaction mixture was cooled and allowed to stand overnight. In the morning the reaction mixture was treated with ice, sat'd aq. NaHCO3, and EA. The organic layer was washed with water, brine, dried over s...